The task is: describe an organic reaction: reactants, conditions, products, and yield. This data is from the Open Reaction Database (ORD), a public repository of structured organic reaction records. Reactants: C(C)(C)N1CCC(CC1)(C(=O)N)NC (1-isopropyl-4-(methylamino)piperidine-4-carboxamide), C(C1=CC=CC=C1)N1CCC(CC1)(C(=O)N)NC (1-benzyl-4-(methylamino)piperidine-4-carboxamide). The product is CNC1(CCNCC1)C(=O)N (4-(methylamino)piperidine-4-carboxamide). As a reaction SMILES: C([N:4]1[CH2:9][CH2:8][C:7]([NH:13][CH3:14])([C:10]([NH2:12])=[O:11])[CH2:6][CH2:5]1)(C)C.C(N1CCC(NC)(C(N)=O)CC1)C1C=CC=CC=1>>[CH3:14][NH:13][C:7]1([C:10]([NH2:12])=[O:11])[CH2:8][CH2:9][NH:4][CH2:5][CH2:6]1. Procedure: The 1-isopropyl-4-(methylamino)piperidine-4-carboxamide used as starting material was prepared as follows: 1-benzyl-4-(methylamino)piperidine-4-carboxamide (J Med Chem., 1998, 41(25), 5084) may be deprotected by hydrogenation using an analogous method to that described for the equivalent step in Example 74 to give 4-(methylamino)piperidine-4-carboxamide; 1H NMR Spectrum: 1.35 (m, 2H); 1.68 (m, 2H); 1.93 (brs, 1H); 2.06 (s, 3H), 2.59 (m, 2H); 2.71 (m, 2H); 6.81 (s, 1H); 7.14 (s, 1H). Reported procedure: A solution of 4.8 g (0.015 mole) of 6-phenyl-8-chloro-4H-s-triazolo[4,3-a][1,4]benzodiazepine-1-carboxaldehyde [see Example 1 a)] in abs. benzene is saturated with ammonia. After cooling of the solution to 0°, an addition is made portionwise, with a light flow of ammonia gas and in the course of 45 minutes, of 14.0 g (0.030 mole) of lead tetraacetate. The reaction mixture is then stirred for a further 24 hours at 25°; it is subsequently diluted with ether and filtered through kieselguhr. The fil... Conditions: time 24 hour. Solvent: CCOCC (ether). Yields the product C1(=CC=CC=C1)C1=NCC=2N(C3=C1C=C(C=C3)Cl)C(=NN2)C#N (6-phenyl-8-chloro-4H-s-triazolo [4,3-a][1,4]benzodiazepine-1-carbonitrile). Starting materials: N (ammonia), C(C)(=O)[O-].C(C)(=O)[O-].C(C)(=O)[O-].C(C)(=O)[O-].[Pb+4] (lead tetraacetate), C1(=CC=CC=C1)C1=NCC=2N(C3=C1C=C(C=C3)Cl)C(=NN2)C=O (6-phenyl-8-chloro-4H-s-triazolo[4,3-a][1,4]benzodiazepine-1-carboxaldehyde), C1=CC=CC=C1 (benzene), N (ammonia). RXN SMILES: [C:1]1([C:7]2[C:13]3[CH:14]=[C:15]([Cl:18])[CH:16]=[CH:17][C:12]=3[N:11]3[C:19]([CH:22]=O)=[N:20][N:21]=[C:10]3[CH2:9][N:8]=2)[CH:6]=[CH:5][CH:4]=[CH:3][CH:2]=1.C1C=CC=CC=1.[NH3:30].C([O-])(=O)C.C([O-])(=O)C.C([O-])(=O)C.C([O-])(=O)C.[Pb+4]>CCOCC>[C:1]1([C:7]2[C:13]3[CH:14]=[C:15]([Cl:18])[CH:16]=[CH:17][C:12]=3[N:11]3[C:19]([C:22]#[N:30])=[N:20][N:21]=[C:10]3[CH2:9][N:8]=2)[CH:6]=[CH:5][CH:4]=[CH:3][CH:2]=1 |f:3.4.5.6.7|. RXN SMILES: [C:1](#[N:2])[c:3]1[cH:4][cH:5][c:6]([F:11])[c:7]([CH2:8][Br:9])[cH:10]1.[C:23](=[O:24])([O-:25])[O-:26].[CH3:12][NH:13][CH2:14][CH2:15][C:16](=[O:17])[O:18][C:19]([CH3:20])([CH3:21])[CH3:22].[CH3:29][C:30]#[N:31].[K+:27].[K+:28]>>[C:1](#[N:2])[c:3]1[cH:4][cH:5][c:6]([F:11])[c:7]([CH2:8][N:13]([CH3:12])[CH2:14][CH2:15][C:16](=[O:17])[O:18][C:19]([CH3:20])([CH3:21])[CH3:22])[cH:10]1. Reactants: N#Cc1ccc(F)c(CBr)c1, O=C([O-])[O-], CNCCC(=O)OC(C)(C)C, CC#N, [K+], [K+]. Product: CN(CCC(=O)OC(C)(C)C)Cc1cc(C#N)ccc1F. Reactants: [Cl-].[Na+] (sodium chloride), BrC=1C=C2C(=NC1)N(C=C2C=2C=CC=C1C=CNC21)S(=O)(=O)C2=CC=C(C=C2)C (5-bromo-3-(1H-indol-7-yl)-1-(toluene-4-sulfonyl)-1H-pyrrolo[2,3-b]pyridine), COC(C1=C(C=CC(=C1)B1OC(C(O1)(C)C)(C)C)NC(=O)OC(C)(C)C)=O (2-tert-butoxycarbonylamino-5-(4,4,5,5-tetramethyl-[1,3,2]dioxaborolan-2-yl)-benzoic acid methyl ester), Cl (hydrochloric acid), C([O-])([O-])=O.[Na+].[Na+] (sodium carbonate). Reagents/catalysts: C1=CC=C(C=C1)[PH+](C2=CC=CC=C2)[C]3[CH][CH][CH][CH]3.C1=CC=C(C=C1)[PH+](C2=CC=CC=C2)[C]3[CH][CH][CH][CH]3.C(Cl)Cl.Cl[Pd]Cl.[Fe] (Dichloro[1,1′-bis(diphenylphoshino)ferrocene]palladium(II) dichloromethane adduct). The solvent is C(C)#N (acetonitrile), C1CCOC1 (THF). Product: COC(C1=C(C=CC(=C1)C=1C=C2C(=NC1)N(C=C2C=2C=CC=C1C=CNC21)S(=O)(=O)C2=CC=C(C=C2)C)NC(=O)OC(C)(C)C)=O (2-tert-butoxycarbonylamino-5-[3-(1H-indol-7-yl)-1-(toluene-4-sulfonyl)-1H-pyrrolo[2,3-b]pyridin-5-yl]-benzoic acid methyl ester). The yield is 55.9%. RXN SMILES: Br[C:2]1[CH:3]=[C:4]2[C:10]([C:11]3[CH:12]=[CH:13][CH:14]=[C:15]4[C:19]=3[NH:18][CH:17]=[CH:16]4)=[CH:9][N:8]([S:20]([C:23]3[CH:28]=[CH:27][C:26]([CH3:29])=[CH:25][CH:24]=3)(=[O:22])=[O:21])[C:5]2=[N:6][CH:7]=1.[CH3:30][O:31][C:32](=[O:56])[C:33]1[CH:38]=[C:37](B2OC(C)(C)C(C)(C)O2)[CH:36]=[CH:35][C:34]=1[NH:48][C:49]([O:51][C:52]([CH3:55])([CH3:54])[CH3:53])=[O:50].C(=O)([O-])[O-].[Na+].[Na+].[Cl-].[Na+].Cl>C1C=CC([PH+]([C]2[CH][CH][CH][CH]2)C2C=CC=CC=2)=CC=1.C1C=CC([PH+]([C]2[CH][CH][CH][CH]2)C2C=CC=CC=2)=CC=1.C(Cl)Cl.Cl[Pd]Cl.[Fe].C(#N)C.C1COCC1>[CH3:30][O:31][C:32](=[O:56])[C:33]1[CH:38]=[C:37]([C:2]2[CH:3]=[C:4]3[C:10]([C:11]4[CH:12]=[CH:13][CH:14]=[C:15]5[C:19]=4[NH:18][CH:17]=[CH:16]5)=[CH:9][N:8]([S:20]([C:23]4[CH:28]=[CH:27][C:26]([CH3:29])=[CH:25][CH:24]=4)(=[O:22])=[O:21])[C:5]3=[N:6][CH:7]=2)[CH:36]=[CH:35][C:34]=1[NH:48][C:49]([O:51][C:52]([CH3:54])([CH3:53])[CH3:55])=[O:50] |f:2.3.4,5.6,8.9.10.11.12,^1:70,71,72,73,74,88,89,90,91,92|. Procedure details: To a mixture of 5-bromo-3-(1H-indol-7-yl)-1-(toluene-4-sulfonyl)-1H-pyrrolo[2,3-b]pyridine (802 mg, 1.7 mmol) and 2-tert-butoxycarbonylamino-5-(4,4,5,5-tetramethyl-[1,3,2]dioxaborolan-2-yl)-benzoic acid methyl ester (641 mg, 1.7 mmol) in a 20 mL microwave reaction flask was added THF (6 mL), acetonitrile (6 mL) and sodium carbonate (6 mL, 1 N aqueous solution, 6 mmol). The mixture was purged with nitrogen for 1 minute. Dichloro[1,1′-bis(diphenylphoshino)ferrocene]palladium(II) dichloromethane ad... Reactants: BrC(C)C=1N=C2N(C(C1)=O)C(=CS2)C (7-(1-bromoethyl)-3-methyl-5H-[1,3]thiazolo[3,2-a]pyrimidin-5-one), C(C)#N (acetonitrile), S(=O)([O-])[O-].[Na+].[Na+] (sodium sulfite), BrN1C(CCC1=O)=O (N-Bromosuccinimide). The solvent is O (water), O (Water). Conditions: time 20 minute. Yields the product BrC1=C(N=C2N(C1=O)C(=CS2)C)C(C)Br (6-bromo-7-(1-bromoethyl)-3-methyl-5H-thiazolo[3,2-a]pyrimidin-5-one). Isolated yield 91.8%. As a reaction SMILES: [Br:1][CH:2]([C:4]1[N:5]=[C:6]2[S:13][CH:12]=[C:11]([CH3:14])[N:7]2[C:8](=[O:10])[CH:9]=1)[CH3:3].C(#N)C.[Br:18]N1C(=O)CCC1=O.S([O-])([O-])=O.[Na+].[Na+]>O>[Br:18][C:9]1[C:8](=[O:10])[N:7]2[C:11]([CH3:14])=[CH:12][S:13][C:6]2=[N:5][C:4]=1[CH:2]([Br:1])[CH3:3] |f:3.4.5|. Procedure: Under nitrogen, a suspension of 7-(1-bromoethyl)-3-methyl-5H-[1,3]thiazolo[3,2-a]pyrimidin-5-one (13.2 g, 48.3 mmol) in acetonitrile (100 mL, 2000 mmol) was stirred until a clear solution was obtained. N-Bromosuccinimide (9.891 g, 55.57 mmol) was then added and the reaction mixture was stirred at 50° C. After 20 min, HPLC indicated that the reaction was complete. A solution of sodium sulfite (3.046 g, 24.16 mmol) in water (50 mL) was added and the mixture was stirred at room temperature for 20 m... Starting materials: C(C)(C)(C)[Li] (t-butyl lithium), trans-1 -iodo-1-octene ether, Cl (hydrochloric acid), CN(C)P(N(C)C)N(C)C (hexamethylphosphorus triamide), ICC1=NC2=CC=CC=C2C(=C1C)OC(C)=O (2-iodomethyl-3-methyl-4-acetoxyquinoline). Reagents/catalysts: [Cu](I)I (copper iodide). Run in CCCCC (pentane), CCOCC (ether), O (water), O1CCCC1 (tetrahydrofuran). Conditions: temperature -35 celsius, time 2 hour. The product is C(\C=C\CCCCCC)C1=NC2=CC=CC=C2C(=C1C)OC(C)=O (2-(trans-2-nonenyl)-3-methyl-4-acetoxyquinoline). Isolated yield 45.3%. As a reaction SMILES: [C:1]([Li])([CH3:4])([CH3:3])C.CN(P(N(C)C)N(C)C)C.I[CH2:17][C:18]1[C:27]([CH3:28])=[C:26]([O:29][C:30](=[O:32])[CH3:31])[C:25]2[C:20](=[CH:21][CH:22]=[CH:23][CH:24]=2)[N:19]=1.Cl>[Cu](I)I.O.O1CCCC1.CCOCC.CCCCC>[CH2:17]([C:18]1[C:27]([CH3:28])=[C:26]([O:29][C:30](=[O:32])[CH3:31])[C:25]2[C:20](=[CH:21][CH:22]=[CH:23][CH:24]=2)[N:19]=1)/[CH:17]=[CH:18]/[CH2:27][CH2:26][CH2:25][CH2:3][CH2:1][CH3:4]. Procedure: 10 ml of a pentane solution of 15.6 mmols of t-butyl lithium was added to 15 ml of 1.86 g (7.8 mmols) of trans-1 -iodo-1-octene ether solution in an atmosphere of argon at -78° C. and stirred at the same temperature for 2 hours. The reaction solution was added to 15 ml of an ether solution of 590 mg (3.10 mmols) of copper iodide at -78° C., after which it was heated up to -35° C. and stirred at the same temperature for 45 minutes. 1.79 g (10 mmols) of hexamethylphosphorus triamide was added to t... The reactants are CC(C)(C)S, O=C(CCl)CC(Cc1ccccc1)C(=O)OCc1ccccc1, Cc1ccccc1, CN(C)C=O, CCOC(C)=O, C[Si](C)(C)[N-][Si](C)(C)C, [K+]. Yields the product CC(C)(C)SCC(=O)CC(Cc1ccccc1)C(=O)OCc1ccccc1. As a reaction SMILES: [C:1]([CH3:2])([CH3:3])([CH3:4])[SH:5].[CH2:23]([c:24]1[cH:25][cH:26][cH:27][cH:28][cH:29]1)[CH:30]([C:31](=[O:32])[O:33][CH2:34][c:35]1[cH:36][cH:37][cH:38][cH:39][cH:40]1)[CH2:41][C:42](=[O:43])[CH2:44][Cl:45].[CH3:16][c:17]1[cH:18][cH:19][cH:20][cH:21][cH:22]1.[CH3:46][N:47]([CH3:48])[CH:49]=[O:50].[CH3:51][CH2:52][O:53][C:54](=[O:55])[CH3:56].[CH3:6][Si:7]([N-:8][Si:9]([CH3:10])([CH3:11])[CH3:12])([CH3:13])[CH3:14].[K+:15]>>[C:1]([CH3:2])([CH3:3])([CH3:4])[S:5][CH2:44][C:42]([CH2:41][CH:30]([CH2:23][c:24]1[cH:25][cH:26][cH:27][cH:28][cH:29]1)[C:31](=[O:32])[O:33][CH2:34][c:35]1[cH:36][cH:37][cH:38][cH:39][cH:40]1)=[O:43]. Reported procedure: In a similar manner, 2.78 grams (6.95 millimoles) of pyridinium bromide perbromide was added in one portion to a cooled to 0° C. mixture of 2 grams of dimethyl 2,6-dimethyl-4-(3,4-methylenedioxyphenyl)-1,4-dihydropyridine-3,5-dicarboxylate and 0.81 milliliter of pyridine in 40 milliliters of ethanol-free chloroform, the resulting mixture stirred at 0° C. for 30 minutes then heated at reflux temperature for 90 minutes to obtain a methyl 2-methyl-4-(3,4-methylenedioxyphenyl)-5-oxo-1,4,5,7-tetrahyd... As a reaction SMILES: C1C=C[NH+]=CC=1.Br[Br-]Br.C[C:11]1[NH:12][C:13]([CH3:34])=[C:14]([C:30]([O:32][CH3:33])=[O:31])[CH:15]([C:21]2[CH:26]=[CH:25][C:24]3[O:27][CH2:28][O:29][C:23]=3[CH:22]=2)[C:16]=1[C:17]([O:19][CH3:20])=[O:18].N1C=CC=CC=1>C(O)C>[CH3:34][C:13]1[NH:12][C:11]2[CH2:20][O:19][C:17](=[O:18])[C:16]=2[CH:15]([C:21]2[CH:26]=[CH:25][C:24]3[O:27][CH2:28][O:29][C:23]=3[CH:22]=2)[C:14]=1[C:30]([O:32][CH3:33])=[O:31] |f:0.1|. Reaction conditions: temperature 0 celsius, time 30 minute. Run in C(C)O (ethanol). The reactants are CC=1NC(=C(C(C1C(=O)OC)C1=CC2=C(C=C1)OCO2)C(=O)OC)C (dimethyl 2,6-dimethyl-4-(3,4-methylenedioxyphenyl)-1,4-dihydropyridine-3,5-dicarboxylate), N1=CC=CC=C1 (pyridine), pyridinium bromide perbromide. Yields the product CC1=C(C(C2=C(N1)COC2=O)C2=CC1=C(C=C2)OCO1)C(=O)OC (methyl 2-methyl-4-(3,4-methylenedioxyphenyl)-5-oxo-1,4,5,7-tetrahydrofuro[3,4-b]pyridine-3-carboxylate). Reaction SMILES: C[O-].[Na+].Cl.Cl.[NH:6]([C:10]1[S:11][CH:12]=[C:13]([CH2:15][S:16][CH2:17][CH2:18][NH2:19])[N:14]=1)[C:7]([NH2:9])=[NH:8].CO[C:22]1[C:26](OC)=[N:25][S:24](=[O:29])[N:23]=1>CO>[NH:6]([C:10]1[S:11][CH:12]=[C:13]([CH2:15][S:16][CH2:17][CH2:18][NH:19][C:22]2[C:26]([NH:19][CH2:18][CH2:17][S:16][CH2:15][C:13]3[N:14]=[C:10]([NH:6][C:7]([NH2:9])=[NH:8])[S:11][CH:12]=3)=[N:25][S:24](=[O:29])[N:23]=2)[N:14]=1)[C:7]([NH2:9])=[NH:8] |f:0.1,2.3.4|. The solvent is CO (CH3OH). The product is N(C(=N)N)C=1SC=C(N1)CSCCNC1=NS(N=C1NCCSCC=1N=C(SC1)NC(=N)N)=O (3,4-Bis-{2-[(2-guanidinothiazol-4-yl)methylthio]ethylamino}-1,2,5-thiadiazole 1-oxide). Procedure: To a solution of sodium methoxide (2.16 g; 40.0 mmoles) in 100 ml of CH3OH that was cooled to 0° in an ice-water bath was added 2-[(2-guanidinothiazol-4-yl)methylthio]ethylamine dihydrochloride (6.09 g; 20.0 mmoles) and, after 20 minutes of stirring, the solution was treated with 3,4-dimethoxy-1,2,5-thiadiazole 1-oxide (1.62 g; 10 mmoles). The reaction mixture was stirred at ambient temperature for 65 hours and evaporated under reduced pressure. The residue was chromatographed on 100 g of silica... Conditions: time 20 minute. The reactants are Cl.Cl.N(C(=N)N)C=1SC=C(N1)CSCCN (2-[(2-guanidinothiazol-4-yl)methylthio]ethylamine dihydrochloride), C[O-].[Na+] (sodium methoxide), COC1=NS(N=C1OC)=O (3,4-dimethoxy-1,2,5-thiadiazole 1-oxide). Reactants: aqueous solution, C(CC(O)(C(=O)O)CC(=O)O)(=O)O (citric acid), C1(=CC=CC=C1)OB=O (Phenylboranic acid), P(=O)([O-])([O-])[O-].[K+].[K+].[K+] (tripotassium phosphate), ClC1=CC(=NC=C1)C(=O)NC1=C(C(=O)OC(C)(C)C)C=CC(=C1)C1=CC=CC=C1 (tert-butyl 2-(4-chloropyridine-2-carboxamido)-4-phenylbenzoate), C1(=CC=CC=C1)OB=O (phenylboranic acid), P(=O)([O-])([O-])[O-].[K+].[K+].[K+] (tripotassium phosphate). Reagents/catalysts: C(C)(=O)[O-].[Pd+2].C(C)(=O)[O-] (palladium(II) acetate), C1(CCCCC1)P(C1=C(C=CC=C1)C1=C(C=CC=C1OC)OC)C1CCCCC1 (2-dicyclohexylphosphino-2′,6′-dimethoxybiphenyl), C(C)(=O)[O-].[Pd+2].C(C)(=O)[O-] (palladium(II) acetate), C1(CCCCC1)P(C1=C(C=CC=C1)C1=C(C=CC=C1OC)OC)C1CCCCC1 (2-dicyclohexylphosphino-2′,6′-dimethoxybiphenyl). The solvent is C(C)(=O)OCC (ethyl acetate), C1(=CC=CC=C1)C (toluene). Product: C1(=CC=CC=C1)C1=CC(=C(C(=O)OC(C)(C)C)C=C1)NC(=O)C1=NC=CC(=C1)C1=CC=CC=C1 (tert-butyl 4-phenyl-2-(4-phenylpyridine-2-carboxamido)benzoate). The yield is 98.3%. As a reaction SMILES: [C:1]1(OB=O)[CH:6]=[CH:5][CH:4]=[CH:3][CH:2]=1.P([O-])([O-])([O-])=O.[K+].[K+].[K+].Cl[C:19]1[CH:24]=[CH:23][N:22]=[C:21]([C:25]([NH:27][C:28]2[CH:40]=[C:39]([C:41]3[CH:46]=[CH:45][CH:44]=[CH:43][CH:42]=3)[CH:38]=[CH:37][C:29]=2[C:30]([O:32][C:33]([CH3:36])([CH3:35])[CH3:34])=[O:31])=[O:26])[CH:20]=1.C(O)(=O)CC(CC(O)=O)(C(O)=O)O>C([O-])(=O)C.[Pd+2].C([O-])(=O)C.C1(P(C2CCCCC2)C2C=CC=CC=2C2C(OC)=CC=CC=2OC)CCCCC1.C(OCC)(=O)C.C1(C)C=CC=CC=1>[C:41]1([C:39]2[CH:38]=[CH:37][C:29]([C:30]([O:32][C:33]([CH3:36])([CH3:35])[CH3:34])=[O:31])=[C:28]([NH:27][C:25]([C:21]3[CH:20]=[C:19]([C:1]4[CH:6]=[CH:5][CH:4]=[CH:3][CH:2]=4)[CH:24]=[CH:23][N:22]=3)=[O:26])[CH:40]=2)[CH:46]=[CH:45][CH:44]=[CH:43][CH:42]=1 |f:1.2.3.4,7.8.9|. Reported procedure: Phenylboranic acid (21 mg), tripotassium phosphate (69 mg), 2-dicyclohexylphosphino-2′,6′-dimethoxybiphenyl (1.2 mg), and palladium(II) acetate (1.3 mg) were added to a toluene (1.2 mL) solution of tert-butyl 2-(4-chloropyridine-2-carboxamido)-4-phenylbenzoate (60 mg), followed by heating to reflux under a nitrogen atmosphere for 3 hours. The reaction mixture was cooled to room temperature, and then phenylboranic acid (5.4 mg), tripotassium phosphate (16 mg), 2-dicyclohexylphosphino-2′,6′-dimeth...